describe an organic reaction: reactants, conditions, products, and yield From a dataset of the Open Reaction Database (ORD), a public repository of structured organic reaction records. The reactants are F.CN(C1=NC=C(C=N1)C=1C=C(C=CC1)NC1=C(C=C(C=C1)I)[N+](=O)[O-])C (3-(2-(Dimethylamino)pyrimid-5-yl)phenyl-2-nitro-4-iodoaniline hydrofluoride), O1C(=CC=C1)B(O)O (2-furanylboronic acid). The product is CN(C1=NC=C(C=N1)C=1C=C(C=CC1)NC1=C(C=C(C=C1)C=1OC=CC1)[N+](=O)[O-])C (N-(3-(2-(Dimethylamino)pyrimid-5-yl)phenyl)-4-(2-furanyl)-2-nitroaniline). Yield: 89.0%. Reaction SMILES: F.[CH3:2][N:3]([CH3:27])[C:4]1[N:9]=[CH:8][C:7]([C:10]2[CH:11]=[C:12]([NH:16][C:17]3[CH:22]=[CH:21][C:20](I)=[CH:19][C:18]=3[N+:24]([O-:26])=[O:25])[CH:13]=[CH:14][CH:15]=2)=[CH:6][N:5]=1.[O:28]1[CH:32]=[CH:31][CH:30]=[C:29]1B(O)O>>[CH3:2][N:3]([CH3:27])[C:4]1[N:9]=[CH:8][C:7]([C:10]2[CH:11]=[C:12]([NH:16][C:17]3[CH:22]=[CH:21][C:20]([C:29]4[O:28][CH:32]=[CH:31][CH:30]=4)=[CH:19][C:18]=3[N+:24]([O-:26])=[O:25])[CH:13]=[CH:14][CH:15]=2)=[CH:6][N:5]=1 |f:0.1|. Procedure: N-(3-(2-(Dimethylamino)pyrimid-5-yl)phenyl)-4-(2-furanyl)-2-nitroaniline (7m) was prepared analogously from 6h (Example 10) and 2-furanylboronic acid in 89% yield. Mp 160-161° C. The reactants are CC(C)([O-])C.[K+] (potassium tert-butoxide), C(C)OC(CNC1=C(C=C(C(=C1)OC)OC)C#N)=O ((2-cyano-4,5-dimethoxy-phenylamino)-acetic acid ethyl ester), ice water. Solvent: O1CCCC1 (tetrahydrofuran), O1CCCC1 (tetrahydrofuran). Reaction conditions: time 1 hour. The product is NC1=C(NC2=CC(=C(C=C12)OC)OC)C(=O)OCC (3-Amino-5,6-dimethoxy-1H-indole-2-carboxylic acid, ethyl ester). Isolated yield 49.8%. RXN SMILES: [CH2:1]([O:3][C:4](=[O:19])[CH2:5][NH:6][C:7]1[CH:12]=[C:11]([O:13][CH3:14])[C:10]([O:15][CH3:16])=[CH:9][C:8]=1[C:17]#[N:18])[CH3:2].CC(C)([O-])C.[K+]>O1CCCC1>[NH2:18][C:17]1[C:8]2[C:7](=[CH:12][C:11]([O:13][CH3:14])=[C:10]([O:15][CH3:16])[CH:9]=2)[NH:6][C:5]=1[C:4]([O:3][CH2:1][CH3:2])=[O:19] |f:1.2|. Reported procedure: Stir under N2 a solution of (2-cyano-4,5-dimethoxy-phenylamino)-acetic acid ethyl ester (0.124 g, 0.47 mmol) in tetrahydrofuran (6 mL) and add, dropwise, 1M potassium tert-butoxide in tetrahydrofuran (0.66 mL, 0.66 mmol). Stir for 1 h at ambient temperature and pour into ice/water. Extract with ethyl acetate, dry the extract over MgSO4, filter and concentrate under vacuum to a solid. Chromatograph on a Sep Pak silica gel cartridge (2 g) eluting with dichloromethane and then 2:1 heptane-ethyl ace... The reactants are ClC1=CC=NC=2C=CCCC12 (4-chloro-5,6-dihydroquinoline), Cl.C(CC)NO (1-propylhydroxylamine hydrochloride). The solvent is CO (methanol). The product is ClC1=CC=NC=2CC(CCC12)N(O)CCC (4-chloro-5,6,7,8-tetrahydro 7 (N-hydroxy-1-propylamino)quinoline). The yield is 85.5%. Reaction SMILES: [Cl:1][C:2]1[C:11]2[CH2:10][CH2:9][CH:8]=[CH:7][C:6]=2[N:5]=[CH:4][CH:3]=1.Cl.[CH2:13]([NH:16][OH:17])[CH2:14][CH3:15]>CO>[Cl:1][C:2]1[C:11]2[CH2:10][CH2:9][CH:8]([N:16]([CH2:13][CH2:14][CH3:15])[OH:17])[CH2:7][C:6]=2[N:5]=[CH:4][CH:3]=1 |f:1.2|. Procedure: This compound was prepared from the product of Step 4 (4.35 g, 26 mmol), 1-propylhydroxylamine hydrochloride (6 g, 54 mmol), and methanol (10 ml) by the method described in Example 10. The residue was recrystallised from cyclohexane to give the product (5.35 g). The product is monosubstituted piperazine, N1(CCNCC1)C1=NNC2=CC=CC=C12 (3-piperazin-1-yl-1H-indazole). Reactants: ClC1=NNC2=CC=CC=C12 (3-chloroindazole), N1CCNCC1 (piperazine). As a reaction SMILES: Cl[C:2]1[C:10]2[C:5](=[CH:6][CH:7]=[CH:8][CH:9]=2)[NH:4][N:3]=1.[NH:11]1[CH2:16][CH2:15][NH:14][CH2:13][CH2:12]1>>[N:11]1([C:2]2[C:10]3[C:5](=[CH:6][CH:7]=[CH:8][CH:9]=3)[NH:4][N:3]=2)[CH2:16][CH2:15][NH:14][CH2:13][CH2:12]1. Procedure details: A neat mixture of 3-chloroindazole (15.72 g, 0.103 mol) and piperazine (46.00 g, 0.534 mol) was heated at 250° C. for 14 h in a stainless steel sealed vessel Upon cooling to room temperature, the viscous residue was partitioned between 1.0 N aqueous NaOH and methylene chloride. The organic layer was dried over magnesium sulfate, filtered, and the filtrate treated with 4.1 N HCl in dioxane which resulted in the precipitation of both products as a greenish-yellow gummy residue. The gum was collect... Run at temperature 250 celsius. The reactants are CCOC(=O)c1ccc(OS(=O)(=O)C(F)(F)F)c2cccn12, CN(C)C=O. The product is CCOC(=O)c1ccc(C=O)c2cccn12. Reaction SMILES: [F:1][C:2]([F:3])([F:4])[S:5]([O:6][c:7]1[cH:8][cH:9][c:10]([C:16](=[O:17])[O:18][CH2:19][CH3:20])[n:11]2[cH:12][cH:13][cH:14][c:15]12)(=[O:21])=[O:22].[O:23]=[CH:24][N:25]([CH3:26])[CH3:27]>>[c:7]1([CH:24]=[O:23])[cH:8][cH:9][c:10]([C:16](=[O:17])[O:18][CH2:19][CH3:20])[n:11]2[cH:12][cH:13][cH:14][c:15]12. Reactants: FC1=C(C=CC(=C1)F)C(C(C)C1=NC=CC=N1)=O (1-(2,4-Difluorophenyl)-2-(pyrimidin-2-yl)propan-1-one), ClC[Li] (chloromethyllithium), BrCCl (bromochloromethane), solution, C(CCC)[Li] (n-butyllithium). Run in CCCCCC (hexane). Product: FC1=C(C=CC(=C1)F)C1(OC1)C(C)C1=NC=CC=N1 (2-(2,4-Difluorophenyl)-2-[1-(pyrimidin-2-yl)ethyl]oxirane). As a reaction SMILES: [F:1][C:2]1[CH:7]=[C:6]([F:8])[CH:5]=[CH:4][C:3]=1[C:9](=[O:18])[CH:10]([C:12]1[N:17]=[CH:16][CH:15]=[CH:14][N:13]=1)[CH3:11].Cl[CH2:20][Li].BrCCl.C([Li])CCC>CCCCCC>[F:1][C:2]1[CH:7]=[C:6]([F:8])[CH:5]=[CH:4][C:3]=1[C:9]1([CH:10]([C:12]2[N:13]=[CH:14][CH:15]=[CH:16][N:17]=2)[CH3:11])[CH2:20][O:18]1. Procedure: Treatment of the product of part (ii) (3.10 g) with chloromethyllithium (prepared from bromochloromethane (1.78 g) and a 1.6M solution of n-butyllithium in hexane (8.20 ml)) according to the method of Example 11(iii) gave the title compound as a gum (2.25 g), which was used directly in the next stage.